From a dataset of the Open Reaction Database (ORD), a public repository of structured organic reaction records. describe an organic reaction: reactants, conditions, products, and yield Starting materials: CC(=O)O, CC(CN(C)C)C(=O)c1ccc(-c2ccc(=O)[nH]n2)cc1, Cl, N#C[K], O. Yields the product CC(CC#N)C(=O)c1ccc(-c2ccc(=O)[nH]n2)cc1. RXN SMILES: [CH3:23][C:24](=[O:25])[OH:26].[CH3:2][N:3]([CH2:4][CH:5]([C:6](=[O:7])[c:8]1[cH:9][cH:10][c:11](-[c:14]2[cH:15][cH:16][c:17](=[O:20])[nH:18][n:19]2)[cH:12][cH:13]1)[CH3:21])[CH3:22].[ClH:1].[K:27][C:28]#[N:29].[OH2:30]>>[CH2:4]([CH:5]([C:6](=[O:7])[c:8]1[cH:9][cH:10][c:11](-[c:14]2[cH:15][cH:16][c:17](=[O:20])[nH:18][n:19]2)[cH:12][cH:13]1)[CH3:21])[C:28]#[N:29]. The reactants are C1COC(CCC(CC2=CC(=C(C=C2)OC)OC)[N+](=O)[O-])(CCC2=CC=CC=C2)O1 (1-(3',4'-dimethoxyphenyl)-7-phenyl-2-nitro-5-heptanone ethylene ketal), [O-]S(=O)(=O)[O-].[Na+].[Na+] (Na2SO4), [H-].[H-].[H-].[H-].[Li+].[Al+3] (LiAlH4), [H-].[H-].[H-].[H-].[Li+].[Al+3] (LiAlH4). Run in O1CCCC1 (tetrahydrofuran), O1CCCC1 (tetrahydrofuran). Product: C1COC(CCC(CC2=CC(=C(C=C2)OC)OC)N)(CCC2=CC=CC=C2)O1 (2-Amino-1-(3',4'-dimethoxyphenyl)-7-phenyl-5-heptanone ethylene ketal). Reaction SMILES: [H-].[H-].[H-].[H-].[Li+].[Al+3].[CH2:7]1[O:36][C:10]([CH2:28][CH2:29][C:30]2[CH:35]=[CH:34][CH:33]=[CH:32][CH:31]=2)([CH2:11][CH2:12][CH:13]([N+:25]([O-])=O)[CH2:14][C:15]2[CH:20]=[CH:19][C:18]([O:21][CH3:22])=[C:17]([O:23][CH3:24])[CH:16]=2)[O:9][CH2:8]1.[O-]S([O-])(=O)=O.[Na+].[Na+]>O1CCCC1>[CH2:8]1[O:9][C:10]([CH2:28][CH2:29][C:30]2[CH:31]=[CH:32][CH:33]=[CH:34][CH:35]=2)([CH2:11][CH2:12][CH:13]([NH2:25])[CH2:14][C:15]2[CH:20]=[CH:19][C:18]([O:21][CH3:22])=[C:17]([O:23][CH3:24])[CH:16]=2)[O:36][CH2:7]1 |f:0.1.2.3.4.5,7.8.9|. Reported procedure: To a suspension of 12.4 g (0.33 mole) of LiAlH4 in 500 mL of dry tetrahydrofuran was added dropwise a solution of 45.3 g (0.11 mole) of 1-(3',4'-dimethoxyphenyl)-7-phenyl-2-nitro-5-heptanone ethylene ketal in a minimum amount of dry tetrahydrofuran. After the addition, the reaction mixture was refluxed gently for 2 hours. The excess LiAlH4 was decomposed with saturated Na2SO4 solution. The inorganic salts were filtered off and washed with ether. The organic layer was extracted twice with water, ... The reactants are FC(S(=O)(=O)C1=CC=CC=2N=C(SC21)NC(=O)NCC)(F)F (1-(7-trifluoromethylsulfonyl-2-benzothiazolyl)-3-ethylurea), [Cl-].[Li+] (lithium chloride), C1(=CC=CC=C1)P(C1=CC=CC=C1)C1=CC=CC=C1 (triphenylphosphine), C(=C)[Sn](C=C)(C=C)C=C (tetravinyltin). Reagents/catalysts: Cl[Pd]([P](C1=CC=CC=C1)(C2=CC=CC=C2)C3=CC=CC=C3)([P](C4=CC=CC=C4)(C5=CC=CC=C5)C6=CC=CC=C6)Cl (Pd(PPh3)2Cl2). Reaction conditions: temperature 100 celsius. Yields the product C(=C)C1=CC=CC=2N=C(SC21)NC(=O)NCC (1-(7-Vinyl-2-benzothiazolyl)-3-ethylurea). Yield: 24.5%. As a reaction SMILES: FC(F)(F)S([C:6]1[C:14]2[S:13][C:12]([NH:15][C:16]([NH:18][CH2:19][CH3:20])=[O:17])=[N:11][C:10]=2[CH:9]=[CH:8][CH:7]=1)(=O)=O.[Cl-].[Li+].[C:25]1(P(C2C=CC=CC=2)C2C=CC=CC=2)C=CC=C[CH:26]=1.C([Sn](C=C)(C=C)C=C)=C>Cl[Pd](Cl)([P](C1C=CC=CC=1)(C1C=CC=CC=1)C1C=CC=CC=1)[P](C1C=CC=CC=1)(C1C=CC=CC=1)C1C=CC=CC=1>[CH:25]([C:6]1[C:14]2[S:13][C:12]([NH:15][C:16]([NH:18][CH2:19][CH3:20])=[O:17])=[N:11][C:10]=2[CH:9]=[CH:8][CH:7]=1)=[CH2:26] |f:1.2,^1:55,74|. Procedure details: Similar to the synthesis of Example 203, a mixture of 1-(7-trifluoromethylsulfonyl-2-benzothiazolyl)-3-ethylurea (0.050 g, 80% pure, 0.11 mmol), lithium chloride (0.039 g, 0.92 mmol, 8.4 eq), triphenylphosphine (0.017 g, 0.066 mmol, 0.6 eq), Pd(PPh3)2Cl2 (0.009 g, 0.013 mmol, 0.12 eq), tetravinyltin (0.040 mL, 0.22 mmol, 2.0 eq), and a crystal of 2,6-di-tert-butyl-4-methylphenol was purged with nitrogen gas, and was heated at about 100° C. for about 1.5 hours. The mixture was taken up in MeOH, f... The reactants are Cl.COC([C@@H](N)CC1=CC=C(C=C1)OCC1=C(C=CC=C1Cl)Cl)=O (O-(2,6-dichlorobenzyl)-L-tyrosine methyl ester hydrochloride), CN1C(=CC2=CC=CC=C12)C(=O)O (1-methylindole-2-carboxylic acid). Yields the product ClC1=C(COC2=CC=C(C[C@H](NC=3N(C4=CC=CC=C4C3)C)C(=O)O)C=C2)C(=CC=C1)Cl (O-(2,6-dichlorobenzyl)-N-(1-methyl-2-indolyl)-L-tyrosine), solid. RXN SMILES: Cl.C[O:3][C:4](=[O:24])[C@H:5]([CH2:7][C:8]1[CH:13]=[CH:12][C:11]([O:14][CH2:15][C:16]2[C:21]([Cl:22])=[CH:20][CH:19]=[CH:18][C:17]=2[Cl:23])=[CH:10][CH:9]=1)[NH2:6].[CH3:25][N:26]1[C:34]2[C:29](=[CH:30][CH:31]=[CH:32][CH:33]=2)[CH:28]=[C:27]1C(O)=O>>[Cl:23][C:17]1[CH:18]=[CH:19][CH:20]=[C:21]([Cl:22])[C:16]=1[CH2:15][O:14][C:11]1[CH:12]=[CH:13][C:8]([CH2:7][C@@H:5]([C:4]([OH:3])=[O:24])[NH:6][C:27]2[N:26]([CH3:25])[C:34]3[C:29]([CH:28]=2)=[CH:30][CH:31]=[CH:32][CH:33]=3)=[CH:9][CH:10]=1 |f:0.1|. Procedure: from O-(2,6-dichlorobenzyl)-L-tyrosine methyl ester hydrochloride and 1-methylindole-2-carboxylic acid. Freeze drying afforded the title compound as a white amorphous solid (220 mg). δH (DMSO-d6) 11.7 (1H, br s), 8.66 (1H, d, J 8.3 Hz), 7.65 (1H, d, J 7.9 Hz), 7.53 (2H, app.d, J 8/1 Hz), 7.26 (1H, obscured m), 7.09 (2H, app.t, J 7.5 Hz), 6.96 (2H, d, J 8.5 Hz), 5.16 (2H, s), 4.64-4.54 (1H, m), 3.89 (3H, s), 3.16 (1H, dd, J 13.8, 4.3 Hz) and 3.00 (1H, dd, J 13.8, 10.4 Hz); m/z (ESI, 60V) 497 and ... Starting materials: CCCCC, COC(OC)OC, COC(=O)CC1CCC(=O)C1. The product is COC(=O)CC1CCC(OC)(OC)C1. Reaction SMILES: [CH3:19][CH2:20][CH2:21][CH2:22][CH3:23].[CH:1]([O:2][CH3:3])([O:4][CH3:5])[O:6][CH3:7].[O:8]=[C:9]1[CH2:10][CH:11]([CH2:14][C:15](=[O:16])[O:17][CH3:18])[CH2:12][CH2:13]1>>[C:1]1([O:4][CH3:5])([O:6][CH3:7])[CH2:9][CH2:10][CH:11]([CH2:14][C:15](=[O:16])[O:17][CH3:18])[CH2:12]1. Reactants: Br, O=C([O-])O, N#CC(C(=O)c1cccnc1)c1ccccc1, [Na+]. As a reaction SMILES: [BrH:23].[C:18](=[O:19])([O-:20])[OH:21].[C:1](#[N:2])[CH:3]([C:4](=[O:5])[c:6]1[cH:7][n:8][cH:9][cH:10][cH:11]1)[c:12]1[cH:13][cH:14][cH:15][cH:16][cH:17]1.[Na+:22]>>[CH2:3]([C:4](=[O:5])[c:6]1[cH:7][n:8][cH:9][cH:10][cH:11]1)[c:12]1[cH:13][cH:14][cH:15][cH:16][cH:17]1. Yields the product O=C(Cc1ccccc1)c1cccnc1. Starting materials: O.Cl.N[C@H](CS)C(=O)O (D-cysteine hydrochloride monohydrate), Cl (hydrochloric acid), [OH-].[Na+] (sodium hydroxide), C(#N)C=1SC2=C(N1)C=CC(=C2)O (2-cyano-6-hydroxybenzothiazole). The solvent is CO (methanol), O (water). Conditions: time 1 hour. Yields the product C1[C@@H](N/C(=C/2\N=C3C=CC(=O)C=C3S2)/S1)C(=O)O (D-Luciferin). Yield: 89.3%. As a reaction SMILES: O.Cl.[NH2:3][C@@H:4]([C:7]([OH:9])=[O:8])[CH2:5][SH:6].[OH-].[Na+].[C:12]([C:14]1[S:15][C:16]2[CH:22]=[C:21]([OH:23])[CH:20]=[CH:19][C:17]=2[N:18]=1)#N.Cl>CO.O>[CH2:5]1[S:6]/[C:12](=[C:14]2/[N:18]=[C:17]3[C:16]([S:15]/2)=[CH:22][C:21](=[O:23])[CH:20]=[CH:19]3)/[NH:3][C@H:4]1[C:7]([OH:9])=[O:8] |f:0.1.2,3.4|. Procedure details: 685 mg. (3.9 mMol) D-cysteine hydrochloride monohydrate are dissolved in 13 ml. water which has been previously gassed with nitrogen. A pH value of 8 is adjusted, under an atmosphere of nitrogen, with about 6 ml. of a 1N aqueous sodium hydroxide solution and then a solution of 528 mg. (3 mMol) 2-cyano-6-hydroxybenzothiazole in 22 ml. methanol (analytically pure) is added thereto under an atmosphere of nitrogen. The yellow solution is stirred under an atmosphere of nitrogen and with the exclusion...